The task is: describe an organic reaction: reactants, conditions, products, and yield. This data is from the Open Reaction Database (ORD), a public repository of structured organic reaction records. Reactants: {2-[3-(3-bromo-phenyl)-3-cyclopentylmethyl-ureido]-thiazol-5-ylsulfanyl}-acetic acid ethyl, C(C)OC(CSC1=CN=C(S1)N)=O ((2-amino-thiazol-5-ylsulfanyl)acetic acid ethyl ester), C1(CCCC1)CN(C(NC=1SC=C(N1)CC(=O)O)=O)C1=CC=C(C=C1)S(=O)(=O)C ({2-[3-cyclopentylmethyl-3-(4-methanesulfonyl-phenyl)-ureido]-thiazol-4-yl}-acetic acid), C1(CCCC1)CNC1=CC(=CC=C1)Br (cyclopentylmethyl-(3-bromo-phenyl)-amine). The product is BrC=1C=C(C=CC1)N(C(NC=1SC(=CN1)SCC(=O)O)=O)CC1CCCC1 ({2-[3-(3-Bromo-phenyl)-3-cyclopentylmethyl-ureido]-thiazol-5-ylsulfanyl}-acetic acid). As a reaction SMILES: [CH:1]1([CH2:6][N:7]([C:20]2[CH:25]=[CH:24][C:23](S(C)(=O)=O)=[CH:22][CH:21]=2)[C:8](=[O:19])[NH:9][C:10]2[S:11][CH:12]=[C:13](CC(O)=O)[N:14]=2)[CH2:5][CH2:4][CH2:3][CH2:2]1.C1(CNC2C=CC=C([Br:43])C=2)CCCC1.C([O:46][C:47](=[O:56])[CH2:48][S:49]C1SC(N)=NC=1)C>>[Br:43][C:22]1[CH:21]=[C:20]([N:7]([CH2:6][CH:1]2[CH2:5][CH2:4][CH2:3][CH2:2]2)[C:8](=[O:19])[NH:9][C:10]2[S:11][C:12]([S:49][CH2:48][C:47]([OH:46])=[O:56])=[CH:13][N:14]=2)[CH:25]=[CH:24][CH:23]=1. Reported procedure: The title compound was prepared via {2-[3-(3-bromo-phenyl)-3-cyclopentylmethyl-ureido]-thiazol-5-ylsulfanyl}-acetic acid ethyl esterin a similar manner as described for the synthesis of {2-[3-cyclopentylmethyl-3-(4-methanesulfonyl-phenyl)-ureido]-thiazol-4-yl}-acetic acid, using cyclopentylmethyl-(3-bromo-phenyl)-amine and (2-amino-thiazol-5-ylsulfanyl)acetic acid ethyl ester Reactants: CS(C)=O, OC(CCl)COc1ccc(F)cc1, [N-]=[N+]=[N-], [Na+], O. The product is [N-]=[N+]=NCC(O)COc1ccc(F)cc1. RXN SMILES: [CH3:18][S:19]([CH3:20])=[O:21].[Cl:1][CH2:2][CH:3]([CH2:4][O:5][c:6]1[cH:7][cH:8][c:9]([F:12])[cH:10][cH:11]1)[OH:13].[N-:15]=[N+:16]=[N-:17].[Na+:14].[OH2:22]>>[CH2:2]([CH:3]([CH2:4][O:5][c:6]1[cH:7][cH:8][c:9]([F:12])[cH:10][cH:11]1)[OH:13])[N:15]=[N+:16]=[N-:17]. Starting materials: Cc1cccc(Br)n1, C1CCOC1, Cc1ccc(S(=O)[O-])cc1, N#CCc1ccc(F)cc1, [H-], [Na+], [Na+], O. The product is Cc1cccc(C(C#N)c2ccc(F)cc2)n1. RXN SMILES: [Br:11][c:12]1[n:13][c:14]([CH3:18])[cH:15][cH:16][cH:17]1.[CH2:32]1[O:33][CH2:34][CH2:35][CH2:36]1.[CH3:19][c:20]1[cH:21][cH:22][c:23]([S:24]([O-:25])=[O:26])[cH:27][cH:28]1.[F:1][c:2]1[cH:3][cH:4][c:5]([CH2:8][C:9]#[N:10])[cH:6][cH:7]1.[H-:30].[Na+:29].[Na+:31].[OH2:37]>>[F:1][c:2]1[cH:3][cH:4][c:5]([CH:8]([C:9]#[N:10])[c:12]2[n:13][c:14]([CH3:18])[cH:15][cH:16][cH:17]2)[cH:6][cH:7]1. Reactants: COC(=O)CCC(=O)NC1=CC(=C(OCCCN2CCN(CC2)C2=CC=CC=C2)C=C1)OC (1-{3-[4-(3-methoxycarbonyl-propionamido)-2-methoxyphenoxy]-n-propyl}-4-phenyl-piperazine), C=1(C(=CC=CC1)C)C (xylene), C (charcoal). Run in C(Cl)(Cl)Cl (chloroform). Reaction conditions: temperature 150 celsius, time 20 hour. The product is C1(CCC(N1C1=CC(=C(OCCCN2CCN(CC2)C2=CC=CC=C2)C=C1)OC)=O)=O (1-[3-(4-succinimido-2-methoxyphenoxy)-n-propyl]-4-phenyl-piperazine). The yield is 4.9%. Reaction SMILES: C[O:2][C:3]([CH2:5][CH2:6][C:7]([NH:9][C:10]1[CH:31]=[CH:30][C:13]([O:14][CH2:15][CH2:16][CH2:17][N:18]2[CH2:23][CH2:22][N:21]([C:24]3[CH:29]=[CH:28][CH:27]=[CH:26][CH:25]=3)[CH2:20][CH2:19]2)=[C:12]([O:32][CH3:33])[CH:11]=1)=[O:8])=O.C1(C)C(C)=CC=CC=1.C>C(Cl)(Cl)Cl>[C:3]1(=[O:2])[N:9]([C:10]2[CH:31]=[CH:30][C:13]([O:14][CH2:15][CH2:16][CH2:17][N:18]3[CH2:19][CH2:20][N:21]([C:24]4[CH:29]=[CH:28][CH:27]=[CH:26][CH:25]=4)[CH2:22][CH2:23]3)=[C:12]([O:32][CH3:33])[CH:11]=2)[C:7](=[O:8])[CH2:6][CH2:5]1. Procedure details: A mixture of 20 g of 1-{3-[4-(3-methoxycarbonyl-propionamido)-2-methoxyphenoxy]-n-propyl}-4-phenyl-piperazine and 2 ml of xylene is stirred at 150° C. for 20 hours. Then, chloroform is added to the reaction mixture, and said mixture is treated with activated charcoal and then evaporated under reduced pressure to remove the solvent. The residue is purified by silica gel chromatography (Solvent: 1% methanol/chloroform), and then recrystallized from ethyl acetate. 910 mg of 1-[3-(4-succinimido-2-me...